This data is from the Open Reaction Database (ORD), a public repository of structured organic reaction records. The task is: describe an organic reaction: reactants, conditions, products, and yield Reactants: O=Cc1c[nH]c2ccc(Cc3ccccc3)cc12, CC(=O)[O-], C[N+](=O)[O-], [NH4+]. Yields the product O=[N+]([O-])C=Cc1c[nH]c2ccc(Cc3ccccc3)cc12. Reaction SMILES: [CH2:1]([c:2]1[cH:3][cH:4][cH:5][cH:6][cH:7]1)[c:8]1[cH:9][c:10]2[c:11]([CH:17]=[O:18])[cH:12][nH:13][c:14]2[cH:15][cH:16]1.[CH3:20][C:21](=[O:22])[O-:23].[N+:24](=[O:25])([O-:26])[CH3:27].[NH4+:19]>>[CH2:1]([c:2]1[cH:3][cH:4][cH:5][cH:6][cH:7]1)[c:8]1[cH:9][c:10]2[c:11]([CH:17]=[CH:27][N+:24](=[O:25])[O-:26])[cH:12][nH:13][c:14]2[cH:15][cH:16]1. Reactants: Cl (hydrochloric acid), aqueous solution, [OH-].[Na+] (sodium hydroxide), [Cl-].COC1=C(C=C(C2=CC=CC=C12)OC)C[P+](C1=CC=CC=C1)(C1=CC=CC=C1)C1=CC=CC=C1 (1,4-dimethoxy-2-naphthylmethyltriphenylphosphonium chloride), C=O (formaldehyde). Conditions: time 1 hour. Yields the product COC1=C(C=C(C2=CC=CC=C12)OC)C=C (1,4-Dimethoxy-2-vinylnaphthalene). RXN SMILES: [OH-].[Na+].[Cl-].[CH3:4][O:5][C:6]1[C:15]2[C:10](=[CH:11][CH:12]=[CH:13][CH:14]=2)[C:9]([O:16][CH3:17])=[CH:8][C:7]=1[CH2:18][P+](C1C=CC=CC=1)(C1C=CC=CC=1)C1C=CC=CC=1.[CH2:38]=O.Cl>>[CH3:4][O:5][C:6]1[C:15]2[C:10](=[CH:11][CH:12]=[CH:13][CH:14]=2)[C:9]([O:16][CH3:17])=[CH:8][C:7]=1[CH:18]=[CH2:38] |f:0.1,2.3|. Procedure: 50 ml of a 10% aqueous solution of sodium hydroxide were added dropwise, with stirring, to a mixture of 7.36 g of 1,4-dimethoxy-2-naphthylmethyltriphenylphosphonium chloride [prepared as described in step (a) above] and 75 ml of a 30% V/v aqueous solution of formaldehyde, and the resulting mixture was stirred for 1 hour. At the end of this time, the reaction mixture was neutralized with 3N aqueous hydrochloric acid, after which it was extracted with ethyl acetate. The extract was dried over anhy... Reactants: CCCCO, CC(C)c1nc(-c2cccc(NS(=O)(=O)c3cccc(F)c3)c2)c(-c2ccnc(Cl)n2)s1, Cl, [K+], [K+], NCC(N)=O, O=C([O-])[O-]. Yields the product CC(C)c1nc(-c2cccc(NS(=O)(=O)c3cccc(F)c3)c2)c(-c2ccnc(NCC(N)=O)n2)s1. As a reaction SMILES: [CH2:45]([OH:46])[CH2:47][CH2:48][CH3:49].[Cl:1][c:2]1[n:3][cH:4][cH:5][c:6](-[c:8]2[c:9](-[c:16]3[cH:17][c:18]([NH:22][S:23](=[O:24])(=[O:25])[c:26]4[cH:27][c:28]([F:32])[cH:29][cH:30][cH:31]4)[cH:19][cH:20][cH:21]3)[n:10][c:11]([CH:13]([CH3:14])[CH3:15])[s:12]2)[n:7]1.[ClH:33].[K+:39].[K+:40].[NH2:34][CH2:35][C:36](=[O:37])[NH2:38].[O-:41][C:42]([O-:43])=[O:44]>>[c:2]1([NH:34][CH2:35][C:36](=[O:37])[NH2:38])[n:3][cH:4][cH:5][c:6](-[c:8]2[c:9](-[c:16]3[cH:17][c:18]([NH:22][S:23](=[O:24])(=[O:25])[c:26]4[cH:27][c:28]([F:32])[cH:29][cH:30][cH:31]4)[cH:19][cH:20][cH:21]3)[n:10][c:11]([CH:13]([CH3:14])[CH3:15])[s:12]2)[n:7]1.